This data is from the Open Reaction Database (ORD), a public repository of structured organic reaction records. The task is: describe an organic reaction: reactants, conditions, products, and yield The product is CCCCCCCCCCCCCCOc1ccc(CC(=O)Nc2cccc(I)c2)cc1. As a reaction SMILES: [CH2:15]([CH2:16][CH2:17][CH2:18][CH2:19][CH2:20][CH2:21][CH2:22][CH2:23][CH2:24][CH2:25][CH2:26][CH2:27][CH3:28])[O:29][c:30]1[cH:31][cH:32][c:33]([CH2:36][C:37](=[O:38])[Cl:39])[cH:34][cH:35]1.[I:1][c:2]1[cH:3][c:4]([NH2:5])[cH:6][cH:7][cH:8]1.[O:40]1[CH2:41][CH2:42][CH2:43][CH2:44]1.[cH:9]1[cH:10][cH:11][n:12][cH:13][cH:14]1>>[I:1][c:2]1[cH:3][c:4]([NH:5][C:37]([CH2:36][c:33]2[cH:32][cH:31][c:30]([O:29][CH2:15][CH2:16][CH2:17][CH2:18][CH2:19][CH2:20][CH2:21][CH2:22][CH2:23][CH2:24][CH2:25][CH2:26][CH2:27][CH3:28])[cH:35][cH:34]2)=[O:38])[cH:6][cH:7][cH:8]1. Reactants: CCCCCCCCCCCCCCOc1ccc(CC(=O)Cl)cc1, Nc1cccc(I)c1, C1CCOC1, c1ccncc1. The reactants are [Li]CCCCCC, CCCCCC, COC(=O)NC(Cc1ccccc1)C(=O)OC, C[Si](C)(C)Cl, ClCBr, C1CCOC1, O. Yields the product COC(=O)NC(Cc1ccccc1)C(=O)CCl. Reaction SMILES: [CH2:1]([Li:2])[CH2:3][CH2:4][CH2:5][CH2:6][CH3:7].[CH3:33][CH2:34][CH2:35][CH2:36][CH2:37][CH3:38].[CH3:8][O:9][C:10](=[O:11])[NH:12][CH:13]([C:14]([O:16][CH3:15])=[O:17])[CH2:18][c:19]1[cH:20][cH:21][cH:22][cH:23][cH:24]1.[Cl:25][Si:26]([CH3:27])([CH3:28])[CH3:29].[Cl:30][CH2:31][Br:32].[O:39]1[CH2:40][CH2:41][CH2:42][CH2:43]1.[OH2:44]>>[CH3:8][O:9][C:10](=[O:11])[NH:12][CH:13]([C:14](=[O:16])[CH2:31][Cl:30])[CH2:18][c:19]1[cH:20][cH:21][cH:22][cH:23][cH:24]1. Reactants: Cl.CC(C)(C)C=1C=C(C(=O)N2CCN(CC2)C2=CC=C(C=C2)NC(=N)C=2SC=CC2)C=C(C1O)C(C)(C)C (N-{4-[4-[3,5-bis-(1,1-dimethylethyl)-4-hydroxybenzoyl]-1-piperazinyl]-phenyl}-2-thiophenecarboximidamide hydrochloride), C(C)(C)(C)C=1C=C(C=C(C1O)C(C)(C)C)CC(=O)O (3,5-di-tert-butyl-4-hydroxyphenylacetic acid), C(C)(C)(C)C=1C=C(C(=O)O)C=C(C1O)C(C)(C)C (3,5-di-tert-butyl-4-hydroxybenzoic acid). Product: Cl.CC(C)(C)C=1C=C(C=C(C1O)C(C)(C)C)CC(=O)N1CCN(CC1)C1=CC=C(C=C1)NC(=N)C=1SC=CC1 (N-{4-(4-[2-(3,5-bis-(1,1-dimethylethyl)-4-hydroxyphenyl)-1-oxo-ethyl]-1-piperazinyl)phenyl}-2-thiophene-carboximidamide hydrochloride). RXN SMILES: [ClH:1].CC(C1C=C(C=C(C(C)(C)C)C=1O)[C:9]([N:11]1[CH2:16][CH2:15][N:14]([C:17]2[CH:22]=[CH:21][C:20]([NH:23][C:24]([C:26]3[S:27][CH:28]=[CH:29][CH:30]=3)=[NH:25])=[CH:19][CH:18]=2)[CH2:13][CH2:12]1)=[O:10])(C)C.[C:39]([C:43]1[CH:44]=[C:45]([CH2:54]C(O)=O)[CH:46]=[C:47]([C:50]([CH3:53])([CH3:52])[CH3:51])[C:48]=1[OH:49])([CH3:42])([CH3:41])[CH3:40].C(C1C=C(C=C(C(C)(C)C)C=1O)C(O)=O)(C)(C)C>>[ClH:1].[CH3:42][C:39]([C:43]1[CH:44]=[C:45]([CH2:54][C:9]([N:11]2[CH2:12][CH2:13][N:14]([C:17]3[CH:22]=[CH:21][C:20]([NH:23][C:24]([C:26]4[S:27][CH:28]=[CH:29][CH:30]=4)=[NH:25])=[CH:19][CH:18]=3)[CH2:15][CH2:16]2)=[O:10])[CH:46]=[C:47]([C:50]([CH3:53])([CH3:52])[CH3:51])[C:48]=1[OH:49])([CH3:40])[CH3:41] |f:0.1,4.5|. Reported procedure: The experimental protocol used is the same as that described for the compound 9, with 3,5-di-tert-butyl-4-hydroxyphenylacetic acid replacing the 3,5-di-tert-butyl-4-hydroxybenzoic acid in the first stage of synthesis. Yellow powder. Melting point: 176-180° C. Reactants: [Cl-].COC[P+](C1=CC=CC=C1)(C1=CC=CC=C1)C1=CC=CC=C1 (methoxymethyltriphenylphosphonium chloride), ClC1=C(C=O)C=CC=C1Cl (2,3-dichlorobenzaldehyde), C[O-].[Na+] (sodium methylate). Run in C(C)O (ethanol). Product: COC=CC1=C(C(=CC=C1)Cl)Cl (β-Methoxy-2,3-dichlorostyrene). Reaction SMILES: C[O-].[Na+].[Cl-].[CH3:5][O:6][CH2:7][P+](C1C=CC=CC=1)(C1C=CC=CC=1)C1C=CC=CC=1.[Cl:27][C:28]1[C:35]([Cl:36])=[CH:34][CH:33]=[CH:32][C:29]=1[CH:30]=O>C(O)C>[CH3:5][O:6][CH:7]=[CH:30][C:29]1[CH:32]=[CH:33][CH:34]=[C:35]([Cl:36])[C:28]=1[Cl:27] |f:0.1,2.3|. Procedure: 47.3 g of sodium methylate are introduced into 1.5 liters of absolute ethanol. There are then added portionwise, at room temperature, firstly 300.0 g of methoxymethyltriphenylphosphonium chloride and afterwards 142.5 g of 2,3-dichlorobenzaldehyde, and the reaction mixture is heated at 70° C. for about 60 hours. After cooling to room temperature, the mixture is filtered, and the filtrate is concentrated in vacuo. The residue is taken up in pentane, washed, again concentrated by evaporation, and f... Starting materials: FC(C1=CC=C(C=C1)C=1SC=CN1)(F)F (2-(4-trifluoromethylphenyl)thiazole), solution, C(CCC)[Li] (n-butyllithium), ICCI (1,2-diiodoethane). Run in CCCCCC (hexane), C(C)OCC (diethyl ether). The product is FC(C1=CC=C(C=C1)C=1SC(=CN1)I)(F)F (2-(4-trifluoromethylphenyl)-5-iodothiazole). Yield: 46.5%. As a reaction SMILES: [F:1][C:2]([F:15])([F:14])[C:3]1[CH:8]=[CH:7][C:6]([C:9]2[S:10][CH:11]=[CH:12][N:13]=2)=[CH:5][CH:4]=1.C([Li])CCC.[I:21]CCI>CCCCCC.C(OCC)C>[F:15][C:2]([F:1])([F:14])[C:3]1[CH:4]=[CH:5][C:6]([C:9]2[S:10][C:11]([I:21])=[CH:12][N:13]=2)=[CH:7][CH:8]=1. Procedure: In a manner similar to Step C of Example 1, the reaction of 5.45 grams (0.0238 mole) of 2-(4-trifluoromethylphenyl)thiazole, 9.5 ml of a 2.5 M solution of n-butyllithium in hexane, and 6.71 grams (0.0238 mole) of 1,2-diiodoethane in 40 ml of diethyl ether produced 3.93 grams of 2-(4-trifluoromethylphenyl)-5-iodothiazole as a solid.